This data is from the Open Reaction Database (ORD), a public repository of structured organic reaction records. The task is: describe an organic reaction: reactants, conditions, products, and yield The reactants are ClC1=NC(=NC(=C1CC(=O)OC)NCC(OC)OC)CC1=CC=C(C=C1)[N+](=O)[O-] (Methyl [4-chloro-6-[(2,2-dimethoxyethyl)amino]-2-(4-nitrobenzyl)pyrimidin-5-yl]acetate), FC(C(=O)O)(F)F.ClCCl (trifluoroacetic acid dichloromethane), FC(C(=O)OC(C(F)(F)F)=O)(F)F (trifluoroacetic anhydride). Solvent: O (water), O (water). Run at time 3 hour. Product: ClC1=C(C=2N(C(=N1)CC1=CC=C(C=C1)[N+](=O)[O-])C=CN2)CC(=O)OC (methyl [7-chloro-5-(4-nitrobenzyl)imidazo[1,2-c]pyrimidin-8-yl]acetate). The yield is 32.1%. RXN SMILES: [Cl:1][C:2]1[C:7]([CH2:8][C:9]([O:11][CH3:12])=[O:10])=[C:6]([NH:13][CH2:14][CH:15](OC)OC)[N:5]=[C:4]([CH2:20][C:21]2[CH:26]=[CH:25][C:24]([N+:27]([O-:29])=[O:28])=[CH:23][CH:22]=2)[N:3]=1.FC(F)(F)C(O)=O.ClCCl.FC(F)(F)C(OC(=O)C(F)(F)F)=O>O>[Cl:1][C:2]1[N:3]=[C:4]([CH2:20][C:21]2[CH:26]=[CH:25][C:24]([N+:27]([O-:29])=[O:28])=[CH:23][CH:22]=2)[N:5]2[CH:15]=[CH:14][N:13]=[C:6]2[C:7]=1[CH2:8][C:9]([O:11][CH3:12])=[O:10] |f:1.2|. Procedure details: Methyl [4-chloro-6-[(2,2-dimethoxyethyl)amino]-2-(4-nitrobenzyl)pyrimidin-5-yl]acetate (100 mg, 0.19 mmol) was treated with 50% trifluoroacetic acid/dichloromethane (5 mL) at room temperature overnight. The mixture was poured into water and extracted with dichloromethane. The extracts were washed with aq NaHCO3 and brine, dried over magnesium sulfate, filtered and concentrated under reduced pressure. The crude product was dissolved in dichloromethane (5 mL). To the solution was added trifluoroac... Starting materials: CCN(CC)C(=O)NC1CC2c3c(SC)ccc4[nH]cc(c34)CC2N(C)C1, CCOC(=S)[S-], ClCCl, [K+], O=P(Cl)(Cl)Cl. The product is CCN(CC)C(=S)NC1CC2c3c(SC)ccc4[nH]cc(c34)CC2N(C)C1. Reaction SMILES: [CH2:1]([CH3:2])[N:3]([C:4](=[O:5])[NH:6][CH:7]1[CH2:8][N:9]([CH3:25])[CH:10]2[CH2:11][c:12]3[cH:13][nH:14][c:15]4[cH:16][cH:17][c:18]([S:23][CH3:24])[c:19]([c:22]34)[CH:20]2[CH2:21]1)[CH2:26][CH3:27].[CH2:33]([O:34][C:35]([S-:36])=[S:37])[CH3:38].[CH2:40]([Cl:41])[Cl:42].[K+:39].[P:28]([Cl:29])([Cl:30])([Cl:31])=[O:32]>>[CH2:1]([CH3:2])[N:3]([C:4]([NH:6][CH:7]1[CH2:8][N:9]([CH3:25])[CH:10]2[CH2:11][c:12]3[cH:13][nH:14][c:15]4[cH:16][cH:17][c:18]([S:23][CH3:24])[c:19]([c:22]34)[CH:20]2[CH2:21]1)=[S:37])[CH2:26][CH3:27]. Starting materials: COC([C@H](CC1=CC=C(C=C1)C1=CC=C(C=C1)OC)NC(=O)[C@H]1N(CC=2C=C3O[C@@H](C(N(C3=CC2C1)C)=O)C1=CC=C(C=C1)O)[C@@H](CC)C1=CC=CC=C1)=O ((S)-2-{[(3R,7S)-3-(4-Hydroxy-phenyl)-1-methyl-2-oxo-6-((S)-1-phenyl-propyl)-2,3,5,6,7,8-hexahydro-1H-4-oxa-1,6-diaza-anthracene-7-carbonyl]-amino}-3-(4′-methoxy-biphenyl-4-yl)-propionic acid methyl ester), COC([C@H](CC1=CC=C(C=C1)C1=CC=C(C=C1)OC)NC(=O)[C@H]1N(CC=2C=C3O[C@@H](C(N(C3=CC2C1)C)=O)C1=CC=C(C=C1)OCC1=CC(=C(C=C1)Cl)Cl)[C@@H](CC)C1=CC=CC=C1)=O ((S)-2-{[(3R,7S)-3-[4-(3,4-Dichloro-benzyloxy)-phenyl]-1-methyl-2-oxo-6-((S)-1-phenyl-propyl)-2,3,5,6,7,8-hexahydro-1H-4-oxa-1,6-diaza-anthracene-7-carbonyl]-amino}-3-(4′-methoxy-biphenyl-4-yl)-propionic acid methyl ester), ester. Product: ClC=1C=C(COC2=CC=C(C=C2)[C@@H]2C(N(C3=CC=4C[C@H](N(CC4C=C3O2)[C@@H](CC)C2=CC=CC=C2)C(=O)N[C@H](C(=O)O)CC2=CC=C(C=C2)C2=CC=C(C=C2)OC)C)=O)C=CC1Cl ((S)-2-{[(3R,7S)-3-[4-(3,4-Dichloro-benzyloxy)-phenyl]-1-methyl-2-oxo-6-((S)-1-phenyl-propyl)-2,3,5,6,7,8-hexahydro-1H-4-oxa-1,6-diaza-anthracene-7-carbonyl]-amino}-3-(4′-methoxy-biphenyl-4-yl)-propionic acid). Isolated yield 92.1%. Reaction SMILES: COC(=O)[C@@H](NC([C@@H]1CC2C=C3C(O[C@H](C4C=CC(O)=CC=4)C(=O)N3C)=CC=2CN1[C@H](C1C=CC=CC=1)CC)=O)CC1C=CC(C2C=CC(OC)=CC=2)=CC=1.C[O:57][C:58](=[O:119])[C@@H:59]([NH:75][C:76]([C@@H:78]1[CH2:91][C:90]2[CH:89]=[C:88]3[C:83]([O:84][C@H:85]([C:94]4[CH:99]=[CH:98][C:97]([O:100][CH2:101][C:102]5[CH:107]=[CH:106][C:105]([Cl:108])=[C:104]([Cl:109])[CH:103]=5)=[CH:96][CH:95]=4)[C:86](=[O:93])[N:87]3[CH3:92])=[CH:82][C:81]=2[CH2:80][N:79]1[C@H:110]([C:113]1[CH:118]=[CH:117][CH:116]=[CH:115][CH:114]=1)[CH2:111][CH3:112])=[O:77])[CH2:60][C:61]1[CH:66]=[CH:65][C:64]([C:67]2[CH:72]=[CH:71][C:70]([O:73][CH3:74])=[CH:69][CH:68]=2)=[CH:63][CH:62]=1>>[Cl:109][C:104]1[CH:103]=[C:102]([CH:107]=[CH:106][C:105]=1[Cl:108])[CH2:101][O:100][C:97]1[CH:98]=[CH:99][C:94]([C@H:85]2[O:84][C:83]3[C:88](=[CH:89][C:90]4[CH2:91][C@@H:78]([C:76]([NH:75][C@@H:59]([CH2:60][C:61]5[CH:66]=[CH:65][C:64]([C:67]6[CH:68]=[CH:69][C:70]([O:73][CH3:74])=[CH:71][CH:72]=6)=[CH:63][CH:62]=5)[C:58]([OH:119])=[O:57])=[O:77])[N:79]([C@H:110]([C:113]5[CH:114]=[CH:115][CH:116]=[CH:117][CH:118]=5)[CH2:111][CH3:112])[CH2:80][C:81]=4[CH:82]=3)[N:87]([CH3:92])[C:86]2=[O:93])=[CH:95][CH:96]=1. Reported procedure: (S)-2-{[(3R,7S)-3-(4-Hydroxy-phenyl)-1-methyl-2-oxo-6-((S)-1-phenyl-propyl)-2,3,5,6,7,8-hexahydro-1H-4-oxa-1,6-diaza-anthracene-7-carbonyl]-amino}-3-(4′-methoxy-biphenyl-4-yl)-propionic acid methyl ester was converted to (S)-2-{[(3R,7S)-3-[4-(3,4-Dichloro-benzyloxy)-phenyl]-1-methyl-2-oxo-6-((S)-1-phenyl-propyl)-2,3,5,6,7,8-hexahydro-1H-4-oxa-1,6-diaza-anthracene-7-carbonyl]-amino}-3-(4′-methoxy-biphenyl-4-yl)-propionic acid methyl ester (64 mg) using general procedure K. This ester upon hydroly... Reactants: O=C([O-])[O-], CC(=O)N1CCNCC1, CC(=O)[O-], CC(=O)[O-], COC(=O)c1cc(Cl)cc2c1NC(c1cccc(Br)c1)C(C)(C)C2, Cc1ccccc1, [Cs+], [Cs+], [Pd+2]. Product: COC(=O)c1cc(Cl)cc2c1NC(c1cccc(N3CCN(C(C)=O)CC3)c1)C(C)(C)C2. Reaction SMILES: [C:25](=[O:26])([O-:27])[O-:28].[C:31]([CH3:32])(=[O:33])[N:34]1[CH2:35][CH2:36][NH:37][CH2:38][CH2:39]1.[C:47]([O-:48])(=[O:49])[CH3:50].[C:52]([O-:53])(=[O:54])[CH3:55].[CH3:1][O:2][C:3](=[O:4])[c:5]1[cH:6][c:7]([Cl:24])[cH:8][c:9]2[c:14]1[NH:13][CH:12]([c:15]1[cH:16][c:17]([Br:21])[cH:18][cH:19][cH:20]1)[C:11]([CH3:22])([CH3:23])[CH2:10]2.[CH3:40][c:41]1[cH:42][cH:43][cH:44][cH:45][cH:46]1.[Cs+:29].[Cs+:30].[Pd+2:51]>>[CH3:1][O:2][C:3](=[O:4])[c:5]1[cH:6][c:7]([Cl:24])[cH:8][c:9]2[c:14]1[NH:13][CH:12]([c:15]1[cH:16][c:17]([N:37]3[CH2:36][CH2:35][N:34]([C:31]([CH3:32])=[O:33])[CH2:39][CH2:38]3)[cH:18][cH:19][cH:20]1)[C:11]([CH3:22])([CH3:23])[CH2:10]2. Starting materials: CC1=C(C(=CC(=C1)C)C)N=C(C)C1=NC(=CC=C1)C(C)=O (2-[1-(2,4,6-trimethylphenylimino)ethyl]-6-acetylpyridine), C(C)(C)(C)C=1C=C(N)C=C(C1)C(C)(C)C (3,5-di-tert-butylaniline). Solvent: C1(=CC=CC=C1)C (toluene). Run at time 2 day. Product: CC1=C(C(=CC(=C1)C)C)N=C(C)C1=NC(=CC=C1)C(C)=NC1=CC(=CC(=C1)C(C)(C)C)C(C)(C)C (2-[1-(2,4,6-trimethylphenylimino)ethyl]-6-[1-(3,5-di-tert-butylphenylimino)ethyl]pyridine). As a reaction SMILES: [CH3:1][C:2]1[CH:7]=[C:6]([CH3:8])[CH:5]=[C:4]([CH3:9])[C:3]=1[N:10]=[C:11]([C:13]1[CH:18]=[CH:17][CH:16]=[C:15]([C:19](=O)[CH3:20])[N:14]=1)[CH3:12].[C:22]([C:26]1[CH:27]=[C:28]([CH:30]=[C:31]([C:33]([CH3:36])([CH3:35])[CH3:34])[CH:32]=1)[NH2:29])([CH3:25])([CH3:24])[CH3:23]>C1(C)C=CC=CC=1>[CH3:1][C:2]1[CH:7]=[C:6]([CH3:8])[CH:5]=[C:4]([CH3:9])[C:3]=1[N:10]=[C:11]([C:13]1[CH:18]=[CH:17][CH:16]=[C:15]([C:19](=[N:29][C:28]2[CH:30]=[C:31]([C:33]([CH3:35])([CH3:34])[CH3:36])[CH:32]=[C:26]([C:22]([CH3:25])([CH3:24])[CH3:23])[CH:27]=2)[CH3:20])[N:14]=1)[CH3:12]. Reported procedure: 2-[1-(2,4,6-trimethylphenylimino)ethyl]-6-acetylpyridine (1.3 g, 4.64 mmol), prepared according to the method disclosed in WO02/28805, and 3,5-di-tert-butylaniline (1 g, 4.87 mmol) were dissolved in 100 ml of toluene. To this solution, 4 Å molecular sieves were added. After standing for 2 days the mixture was filtered. The solvent was removed in vacuo. The residue was washed with methanol and crystallised from ethanol. Yield 1.1 g (51%) of 2-[1-(2,4,6-trimethylphenylimino) ethyl]-6-[1-(3,5-di-te... Reactants: O.O.O.O.O.O.O.O.O.[S-2].[Na+].[Na+] (Sodium sulphide nonahydrate), C(C1=CC=CC=C1)Cl (benzyl chloride), compound 1. The solvent is O (water), O (water). Run at time 8 hour. The product is C(C1=CC=CC=C1)SCC1=CC=CC=C1 (benzyl sulphide). Isolated yield 188.5%. Reaction SMILES: O.O.O.O.O.O.O.O.O.[S-2:10].[Na+].[Na+].[CH2:13](Cl)[C:14]1[CH:19]=[CH:18][CH:17]=[CH:16][CH:15]=1>O>[CH2:13]([S:10][CH2:13][C:14]1[CH:19]=[CH:18][CH:17]=[CH:16][CH:15]=1)[C:14]1[CH:19]=[CH:18][CH:17]=[CH:16][CH:15]=1 |f:0.1.2.3.4.5.6.7.8.9.10.11|. Procedure details: Sodium sulphide nonahydrate (2.40 g, 0.01 mol), benzyl chloride (1.26 g, 0.01 mol), water (3 ml) and compound 1 (0.5 mmol) were stirred at 70°-78° C. for 20 minutes. The reaction mixture was poured into water and left overnight at room temperature. The white crystals thus obtained were filtered off and dried to give 2.02 g of benzyl sulphide.